Dataset: the Open Reaction Database (ORD), a public repository of structured organic reaction records. Task: describe an organic reaction: reactants, conditions, products, and yield Starting materials: CC=1NC(=C(C(C1C(=O)OC)C1=C(C(=CC=C1)Cl)Cl)C(=O)O)C (2,6-dimethyl-3-carbomethoxy-4-(2,3-dichlorophenyl)-5-carboxy-1,4-dihydropyridine). Run in CN(C)C=O (DMF). Product: CC=1NC(=C(C(C1C(=O)OC)C1=C(C=CC=C1)Cl)C(=O)O)C (2,6-dimethyl-3-carbomethoxy-4-(2-chlorophenyl)-5-carboxy- 1,4-dihydropyridine). RXN SMILES: [CH3:1][C:2]1[NH:3][C:4]([CH3:23])=[C:5]([C:20]([OH:22])=[O:21])[CH:6]([C:12]2[CH:17]=[CH:16][CH:15]=[C:14](Cl)[C:13]=2[Cl:19])[C:7]=1[C:8]([O:10][CH3:11])=[O:9]>CN(C=O)C>[CH3:1][C:2]1[NH:3][C:4]([CH3:23])=[C:5]([C:20]([OH:22])=[O:21])[CH:6]([C:12]2[CH:17]=[CH:16][CH:15]=[CH:14][C:13]=2[Cl:19])[C:7]=1[C:8]([O:10][CH3:11])=[O:9]. Reported procedure: (--2,6-dimethyl-3-carbomethoxy-4-(2,3-dichlorophenyl)-5-carboxy-1,4-dihydropyridine, mp=225° C., [α]D20 =-28.5°, c=5, DMF;